Dataset: the Open Reaction Database (ORD), a public repository of structured organic reaction records. Task: describe an organic reaction: reactants, conditions, products, and yield Starting materials: OB(CCCCN1C(=O)NC(=O)C(C)=C1)O (1-(4-Dihydroxyborylbutyl)thymine), NC1=NC(=C2NC=NC2=N1)Cl (2-amino-6-chloropurine), BrCCCCB(O)O (4-bromobutyl boronic acid), C([O-])([O-])=O.[K+].[K+] (potassium carbonate). Solvent: CN(C=O)C (dimethylformamide). Product: NC1=NC(=C2N=CN(C2=N1)CCCCB(O)O)Cl (2-Amino-6-chloro-9-(4-dihydroxyborylbutyl)purine). Yield: 56.0%. As a reaction SMILES: [OH:1][B:2]([OH:16])[CH2:3][CH2:4][CH2:5][CH2:6]N1C=C(C)C(=O)NC1=O.[NH2:17][C:18]1[N:26]=[C:25]2[C:21]([NH:22][CH:23]=[N:24]2)=[C:20]([Cl:27])[N:19]=1.BrCCCCB(O)O.C(=O)([O-])[O-].[K+].[K+]>CN(C)C=O>[NH2:17][C:18]1[N:26]=[C:25]2[C:21]([N:22]=[CH:23][N:24]2[CH2:6][CH2:5][CH2:4][CH2:3][B:2]([OH:16])[OH:1])=[C:20]([Cl:27])[N:19]=1 |f:3.4.5|. Procedure: The title compound was synthesized in a similar manner as the compound of Example 1 with 2-amino-6-chloropurine (1.36 g, 8 mmol), 4-bromobutyl boronic acid (1.45 g, 8 mmol), and potassium carbonate (1.66 g, 12 mmol) in dimethylformamide (20 mL). Yield 56%; Wt. 1.2 g; mp 154°-156° C.; 1H NMR (DMSO-d6) 0.55-0.68 (t, B CH2), 1.20-1.32 (m, B CH2 CH2), 1.68-1.77 (m, B CH2 CH2 CH2), 4.00-4.08 (t, CH2 CH2 N), 6.85-6.92 (s, H2N C2 purine), 7.40-7.42 (s, (HO)2 B), 8.10-8.12 (s, H C8 purine). Electrospray...